The task is: describe an organic reaction: reactants, conditions, products, and yield. This data is from the Open Reaction Database (ORD), a public repository of structured organic reaction records. Starting materials: COCC(=O)Cl (methoxyacetyl chloride), CC=1SC=C(C1N)C (2,4-dimethyl-3-aminothiophene), C(=O)([O-])[O-].[K+].[K+] (K2CO3), O (water). Solvent: C(Cl)Cl (methylene chloride). Yields the product CC=1SC=C(C1NC(COC)=O)C (N-(2,4-Dimethylthien-3-yl)-methoxyacetamid). RXN SMILES: [CH3:1][C:2]1[S:3][CH:4]=[C:5]([CH3:8])[C:6]=1[NH2:7].C([O-])([O-])=O.[K+].[K+].O.[CH3:16][O:17][CH2:18][C:19](Cl)=[O:20]>C(Cl)Cl>[CH3:1][C:2]1[S:3][CH:4]=[C:5]([CH3:8])[C:6]=1[NH:7][C:19](=[O:20])[CH2:18][O:17][CH3:16] |f:1.2.3|. Reported procedure: To 12.7 g (0.1 mol) of 2,4-dimethyl-3-aminothiophene, 13.84 g (0.1 mol) of K2CO3, 50 ml of water and 160 ml of methylene chloride are added without cooling 10.8 g (0.1 mol) of methoxyacetyl chloride. Reactants: C(C)(=O)O (acetic acid), O1CC(NCC12CCNCC2)=O (1-Oxa-4,9-diaza-spiro[5.5]undecan-3-one), CC(=O)C (acetone), [BH3-]C#N.[Na+] (NaCNBH3), C(=O)(O)[O-].[Na+] (NaHCO3). Solvent: CO (MeOH). Run at temperature 50 celsius. Product: C(C)(C)N1CCC2(CNC(CO2)=O)CC1 (9-Isopropyl-1-oxa-4,9-diaza-spiro[5.5]undecan-3-one). Reaction SMILES: [O:1]1[C:6]2([CH2:11][CH2:10][NH:9][CH2:8][CH2:7]2)[CH2:5][NH:4][C:3](=[O:12])[CH2:2]1.[CH3:13][C:14]([CH3:16])=O.[BH3-]C#N.[Na+].C(O)(=O)C.C([O-])(O)=O.[Na+]>CO>[CH:14]([N:9]1[CH2:8][CH2:7][C:6]2([O:1][CH2:2][C:3](=[O:12])[NH:4][CH2:5]2)[CH2:11][CH2:10]1)([CH3:16])[CH3:13] |f:2.3,5.6|. Procedure: 1-Oxa-4,9-diaza-spiro[5.5]undecan-3-one was dissolved in MeOH and treated with acetone (6 equivalents) and NaCNBH3 (4 equivalents). To the reaction mixture was added acetic acid (3 equivalents). The reaction was heated at 50° C. for 6 hours and then cooled to room temperature. The reaction was then poured into an aqueous NaHCO3 solution and extracted with EtOAc (3×). The combined fractions were dried over MgSO4 and concentrated to provide the title compound as a yellow oil that was purified by c... Run at temperature -78 celsius. Solvent: C1CCOC1 (THF), O (water), C1CCOC1 (THF). Product: CC(C(CP(OC)(OC)=O)=O)(CC)C (dimethyl 3,3-dimethyl-2-oxo-pentylphosphonate). Procedure details: Dimethyl methylphosphonate (9.3 g, 0.075 mol) was dissolved in anhydrous THF (80 ml) under argon atmosphere. To the solution stirred at -78° C. was added dropwise n-butyl lithium (1.61N, 47 ml, 0.075 mol) over 30 minutes, and then a solution of 2,2-dimethylbutanoic acid methyl ester (3.9 g, 0.03 mol) in anhydrous THF (10 ml) was also added dropwise over 30 minutes. The reaction mixture was warmed to room temperature and stirred for 30 minutes. Under ice cooling, acetic acid (4.5 ml) and water (1... Reactants: COC(C(CC)(C)C)=O (2,2-dimethylbutanoic acid methyl ester), C(C)(=O)O (acetic acid), CP(OC)(OC)=O (Dimethyl methylphosphonate), C(CCC)[Li] (n-butyl lithium). RXN SMILES: [CH3:1][P:2](=[O:7])([O:5][CH3:6])[O:3][CH3:4].C([Li])CCC.C[O:14][C:15](=O)[C:16]([CH3:20])([CH3:19])[CH2:17][CH3:18].C(O)(=O)C>C1COCC1.O>[CH3:19][C:16]([CH3:20])([CH2:17][CH3:18])[C:15](=[O:14])[CH2:1][P:2](=[O:7])([O:5][CH3:6])[O:3][CH3:4]. The yield is 50.0%. Starting materials: ClC1=NC=CC(=N1)Cl (2,4-dichloropyrimidine), CC(C)([O-])C.[K+] (potassium t-butoxide), C(C)S(=O)(=O)C=1C=CC(=C(C1)NC=1OC(=CN1)C=1C=C(C=CC1)O)C (3-(2-{[5-(ethylsulfonyl)-2-methylphenyl]amino}-1,3-oxazol-5-yl)phenol). The reagents and catalysts are C1CCOC1 (THF). The solvent is CN(C)C=O (DMF), C1CCOC1 (THF), C(C)OCC (diethyl ether). Reaction conditions: temperature 50 celsius, time 30 minute. Product: ClC1=NC=CC(=N1)OC=1C=C(C=CC1)C1=CN=C(O1)NC1=C(C=CC(=C1)S(=O)(=O)CC)OC (5-{3-[(2-chloropyrimidin-4-yl)oxy]phenyl}-N-[5-(ethylsulfonyl)-2-methoxyphenyl]-1,3-oxazol-2-amine). Isolated yield 42.0%. As a reaction SMILES: [CH2:1]([S:3]([C:6]1[CH:7]=[CH:8][C:9](C)=[C:10]([NH:12][C:13]2[O:14][C:15]([C:18]3[CH:19]=[C:20]([OH:24])[CH:21]=[CH:22][CH:23]=3)=[CH:16][N:17]=2)[CH:11]=1)(=[O:5])=[O:4])[CH3:2].C[C:27](C)([O-:29])C.[K+].[Cl:32][C:33]1[N:38]=[C:37](Cl)[CH:36]=[CH:35][N:34]=1>C1COCC1.CN(C=O)C.C(OCC)C>[Cl:32][C:33]1[N:38]=[C:37]([O:24][C:20]2[CH:19]=[C:18]([C:15]3[O:14][C:13]([NH:12][C:10]4[CH:11]=[C:6]([S:3]([CH2:1][CH3:2])(=[O:4])=[O:5])[CH:7]=[CH:8][C:9]=4[O:29][CH3:27])=[N:17][CH:16]=3)[CH:23]=[CH:22][CH:21]=2)[CH:36]=[CH:35][N:34]=1 |f:1.2|. Procedure details: To a mixture of the title compound of Example 158 (100 mg, 0.27 μmol) in THF (3 mL) was added a solution of 1M potassium t-butoxide in THF (320 mL, 0.32 μmol 1.2 eq.), followed by a solution of 2,4-dichloropyrimidine (40 mg, 0.27 μmol) in DMF (1 mL). The mixture was stirred at 50° C. for 30 min. After cooling to RT, the mixture was diluted with diethyl ether and washed with 6N HCl. The aqueous layer was made basic with 5N NaOH and extracted with ethyl acetate (3×10 mL). The combined organic laye...